From a dataset of the Open Reaction Database (ORD), a public repository of structured organic reaction records. describe an organic reaction: reactants, conditions, products, and yield Starting materials: CO, [Na+], [OH-], O, N#Cc1ccc(Nc2cc(O)cc(-c3cccc4[nH]ccc34)c2)cn1, OO. The product is NC(=O)c1ccc(Nc2cc(O)cc(-c3cccc4[nH]ccc34)c2)cn1. RXN SMILES: [CH3:28][OH:29].[Na+:27].[OH-:26].[OH2:30].[OH:1][c:2]1[cH:3][c:4]([NH:17][c:18]2[cH:19][cH:20][c:21]([C:24]#[N:25])[n:22][cH:23]2)[cH:5][c:6](-[c:8]2[c:9]3[cH:10][cH:11][nH:12][c:13]3[cH:14][cH:15][cH:16]2)[cH:7]1.[OH:31][OH:32]>>[OH:1][c:2]1[cH:3][c:4]([NH:17][c:18]2[cH:19][cH:20][c:21]([C:24]([NH2:25])=[O:26])[n:22][cH:23]2)[cH:5][c:6](-[c:8]2[c:9]3[cH:10][cH:11][nH:12][c:13]3[cH:14][cH:15][cH:16]2)[cH:7]1. Starting materials: C1CCOC1, Clc1cc(Cl)ncn1, OC(c1ccccc1-n1cccn1)C(F)(F)F, [H-], [Na+]. The product is FC(F)(F)C(Oc1cc(Cl)ncn1)c1ccccc1-n1cccn1. As a reaction SMILES: [CH2:28]1[O:29][CH2:30][CH2:31][CH2:32]1.[Cl:1][c:2]1[n:3][cH:4][n:5][c:6]([Cl:8])[cH:7]1.[F:9][C:10]([CH:11]([OH:12])[c:13]1[c:14](-[n:19]2[n:20][cH:21][cH:22][cH:23]2)[cH:15][cH:16][cH:17][cH:18]1)([F:24])[F:25].[H-:27].[Na+:26]>>[c:2]1([O:12][CH:11]([C:10]([F:9])([F:24])[F:25])[c:13]2[c:14](-[n:19]3[n:20][cH:21][cH:22][cH:23]3)[cH:15][cH:16][cH:17][cH:18]2)[n:3][cH:4][n:5][c:6]([Cl:8])[cH:7]1.